Dataset: the Open Reaction Database (ORD), a public repository of structured organic reaction records. Task: describe an organic reaction: reactants, conditions, products, and yield The reactants are NC1=C(C=C(C=C1I)Br)S(=O)(=O)O (2-amino-5-bromo-3-iodobenzenesulphonic acid), C1=CCCC1 (cyclopentene), C(C)(=O)[O-].[K+] (potassium acetate), C1(=CC=CC=C1)P(C1=CC=CC=C1)C1=CC=CC=C1 (triphenylphosphine). Reagents/catalysts: C(C)(=O)[O-].[Pd+2].C(C)(=O)[O-] (palladium (II) acetate). Run in CN(C=O)C (N,N-dimethylformamide). Conditions: temperature 80 celsius. Product: NC1=C(C=C(C=C1C1C=CCC1)Br)S(=O)(=O)O (2-amino-5-bromo-3-cyclopent-2-en-1-ylbenzenesulphonic acid). RXN SMILES: [NH2:1][C:2]1[C:7](I)=[CH:6][C:5]([Br:9])=[CH:4][C:3]=1[S:10]([OH:13])(=[O:12])=[O:11].[CH:14]1[CH2:18][CH2:17][CH2:16][CH:15]=1.C([O-])(=O)C.[K+].C1(P(C2C=CC=CC=2)C2C=CC=CC=2)C=CC=CC=1>CN(C)C=O.C([O-])(=O)C.[Pd+2].C([O-])(=O)C>[NH2:1][C:2]1[C:7]([CH:18]2[CH2:17][CH2:16][CH:15]=[CH:14]2)=[CH:6][C:5]([Br:9])=[CH:4][C:3]=1[S:10]([OH:13])(=[O:12])=[O:11] |f:2.3,6.7.8|. Procedure details: A mixture containing 30 g (79.4 mmol) of 2-amino-5-bromo-3-iodobenzenesulphonic acid, 35 ml (397 mmol) of cyclopentene, 19.5 g (199 mmol) of potassium acetate, 6.24 g (23.8 mmol) of triphenylphosphine and 2.67 g (11.9 mmol) of palladium (II) acetate in 160 ml of N,N-dimethylformamide is heated at 80° C. for 48 hours, under a nitrogen atmosphere. The reaction medium is then concentrated under reduced pressure and the residue is taken up in a mixture containing 200 ml of methanol, 200 ml of 1N hyd... The reactants are COc1ccc(CCCCC#C[Si](C)(C)C)cc1, CO, [Na+], [OH-]. The product is C#CCCCCc1ccc(OC)cc1. As a reaction SMILES: [CH3:1][O:2][c:3]1[cH:4][cH:5][c:6]([CH2:9][CH2:10][CH2:11][CH2:12][C:13]#[C:14][Si:15]([CH3:16])([CH3:17])[CH3:18])[cH:7][cH:8]1.[CH3:21][OH:22].[Na+:20].[OH-:19]>>[CH3:1][O:2][c:3]1[cH:4][cH:5][c:6]([CH2:9][CH2:10][CH2:11][CH2:12][C:13]#[CH:14])[cH:7][cH:8]1. Reactants: ClCC(=O)C1N(CCC1)C(=O)OC(C)(C)C (tert-butyl 2-(2-chloroacetyl)pyrrolidine-1-carboxylate), [Na+].[I-] (NaI), [O-][Mn](=O)(=O)=O.[K+] (KMnO4), EtOAc hexanes. Solvent: CC(=O)C (acetone). Run at time 18 hour. Yields the product ICC(=O)C1N(CCC1)C(=O)OC(C)(C)C (tert-butyl 2-(2-iodoacetyl)pyrrolidine-1-carboxylate). Yield: 116.5%. Reaction SMILES: Cl[CH2:2][C:3]([CH:5]1[CH2:9][CH2:8][CH2:7][N:6]1[C:10]([O:12][C:13]([CH3:16])([CH3:15])[CH3:14])=[O:11])=[O:4].[Na+].[I-:18].[O-][Mn](=O)(=O)=O.[K+]>CC(C)=O>[I:18][CH2:2][C:3]([CH:5]1[CH2:9][CH2:8][CH2:7][N:6]1[C:10]([O:12][C:13]([CH3:16])([CH3:15])[CH3:14])=[O:11])=[O:4] |f:1.2,3.4|. Reported procedure: To a solution of tert-butyl 2-(2-chloroacetyl)pyrrolidine-1-carboxylate (5 g, 20.24 mmol) in 200 mL of acetone was added 3 g (20.24 mmol) of NaI. The reaction was let to stir at room temperature for 18 h. The reaction was monitored by TLC (20% EtOAc/hexanes, the plate was developed by KMnO4 stain). The reaction mixture was filtered over celite, concentrated and dried to afford tert-butyl 2-(2-iodoacetyl)pyrrolidine-1-carboxylate (8 g, 99% yield). 1H NMR (CDCl3): δ 1.45 (d, 9H), 1.99 (s, 3H), 2.2... Starting materials: CC=1N=C2N(C(C1C1=CC=C(C=C1)C(F)(F)F)=O)C=CS2 (7-Methyl-6-[4-(trifluoromethyl)phenyl]-5H-[1,3]thiazolo[3,2-a]pyrimidin-5-one), C(CCC)OC1=C(C=O)C=CC=C1OC (2-butoxy-3-methoxybenzaldehyde), [O-]CC.[Na+] (sodium ethoxide). The solvent is C(C)O (ethanol). Yields the product C(CCC)OC1=C(C=CC=C1OC)/C=C/C=1N=C2N(C(C1C1=CC=C(C=C1)C(F)(F)F)=O)C=CS2 (7-[(E)-2-(2-Butoxy-3-methoxyphenyl)-1-ethenyl]-6-[4-(trifluoromethyl)phenyl]-5H-[1,3]thiazolo[3,2-a]pyrimidin-5-one). The yield is 42.0%. As a reaction SMILES: [CH3:1][C:2]1[N:3]=[C:4]2[S:21][CH:20]=[CH:19][N:5]2[C:6](=[O:18])[C:7]=1[C:8]1[CH:13]=[CH:12][C:11]([C:14]([F:17])([F:16])[F:15])=[CH:10][CH:9]=1.[CH2:22]([O:26][C:27]1[C:34]([O:35][CH3:36])=[CH:33][CH:32]=[CH:31][C:28]=1[CH:29]=O)[CH2:23][CH2:24][CH3:25].[O-]CC.[Na+]>C(O)C>[CH2:22]([O:26][C:27]1[C:34]([O:35][CH3:36])=[CH:33][CH:32]=[CH:31][C:28]=1/[CH:29]=[CH:1]/[C:2]1[N:3]=[C:4]2[S:21][CH:20]=[CH:19][N:5]2[C:6](=[O:18])[C:7]=1[C:8]1[CH:13]=[CH:12][C:11]([C:14]([F:17])([F:15])[F:16])=[CH:10][CH:9]=1)[CH2:23][CH2:24][CH3:25] |f:2.3|. Procedure details: The title compound was prepared by condensation of Intermediate 5 (400 mg, 1.289 mmol) with 2-butoxy-3-methoxybenzaldehyde (400 mg, 1.922 mmol) in presence of sodium ethoxide (175 mg, 2.578 mmol) in ethanol (15 ml) according to the procedure described in Example 24 to afford 271 mg of the desired product as an off-white solid; 1H NMR (300 MHz, DMSO-d6) δ 0.95 (t, J=6.3 Hz, 3H), 1.42-1.48 (m, 4H), 3.77 (s, 3H), 3.79-3.85 (m, 2H), 6.91-7.01 (m, 4H), 7.52 (d, J=4.8 Hz, 1H), 7.58 (d, J=7.8 Hz, 2H), ... The reactants are C12(CC1)COC=1C2=C(C=CC1)O (spiro[1-benzofuran-3,1′-cyclopropan]-4-ol), C12(CC1)COC=1C2=C(C=CC1)O (spiro[1-benzofuran-3,1′-cyclopropan]-4-ol), CN(C=O)C (N,N-dimethylformamide), ClC1=NC=C(C=C1)[N+](=O)[O-] (2-chloro-5-nitropyridine). The yield is 81.5%. RXN SMILES: [C:1]12([C:7]3=[C:8]([OH:12])[CH:9]=[CH:10][CH:11]=[C:6]3[O:5][CH2:4]1)[CH2:3][CH2:2]2.CN(C)C=O.Cl[C:19]1[CH:24]=[CH:23][C:22]([N+:25]([O-:27])=[O:26])=[CH:21][N:20]=1>>[N+:25]([C:22]1[CH:23]=[CH:24][C:19]([O:12][C:8]2[C:7]3[C:1]4([CH2:4][O:5][C:6]=3[CH:11]=[CH:10][CH:9]=2)[CH2:3][CH2:2]4)=[N:20][CH:21]=1)([O-:27])=[O:26]. Reaction conditions: temperature 100 celsius, time 3 hour. Procedure details: To a solution of spiro[1-benzofuran-3,1′-cyclopropan]-4-ol (Intermediate 85, 70 mg) in dry N,N-dimethylformamide (2 ml) potassium carbonate (89 mg, 0.647 mmol) and then 2-chloro-5-nitropyridine (75 mg, 0.475 mmol) were added and the reaction mixture was stirred for 3 hours at 100° C. The reaction was quenched with brine (1 ml), diluted with water (2 ml) and extracted with ethyl acetate (3×10 ml). The organic layer was dried over sodium sulphate, filtered and evaporated. The residue was purified ... Product: [N+](=O)([O-])C=1C=CC(=NC1)OC1=CC=CC2=C1C1(CC1)CO2 (5-nitro-2-(spiro[1-benzofuran-3,1′-cyclopropan]-4-yloxy)pyridine). The reactants are CCNCC, C=CC(=O)N(C)C, [Hg]. The product is CCN(CC)CCC(=O)N(C)C. As a reaction SMILES: [CH2:1]([CH3:2])[NH:3][CH2:4][CH3:5].[CH3:6][N:7]([C:8]([CH:9]=[CH2:10])=[O:11])[CH3:12].[Hg:13]>>[CH2:1]([CH3:2])[N:3]([CH2:4][CH3:5])[CH2:10][CH2:9][C:8]([N:7]([CH3:6])[CH3:12])=[O:11]. Starting materials: NC1=NC(=CC(=N1)C1=CC=C2C(=NNC2=C1)N)S(=O)(=O)C (6-[2-amino-6-(methylsulfonyl)-4-pyrimidinyl]-1H-indazol-3-amine), COC1=C(C=CC=C1)CCN (2-[2-(methyloxy)phenyl]ethanamine), CCN(C(C)C)C(C)C (Hunig's base). Run in CN1CCCC1=O (NMP). Reaction conditions: temperature 140 celsius. Product: NC1=NNC2=CC(=CC=C12)C1=CC(=NC(=N1)N)NCCC1=C(C=CC=C1)OC (6-(3-Amino-1H-indazol-6-yl)-N4-{2-[2-(methyloxy)phenyl]ethyl}-2,4-pyrimidinediamine). The yield is 16.2%. As a reaction SMILES: [NH2:1][C:2]1[N:7]=[C:6]([C:8]2[CH:16]=[C:15]3[C:11]([C:12]([NH2:17])=[N:13][NH:14]3)=[CH:10][CH:9]=2)[CH:5]=[C:4](S(C)(=O)=O)[N:3]=1.[CH3:22][O:23][C:24]1[CH:29]=[CH:28][CH:27]=[CH:26][C:25]=1[CH2:30][CH2:31][NH2:32].CCN(C(C)C)C(C)C>CN1C(=O)CCC1>[NH2:17][C:12]1[C:11]2[C:15](=[CH:16][C:8]([C:6]3[N:7]=[C:2]([NH2:1])[N:3]=[C:4]([NH:32][CH2:31][CH2:30][C:25]4[CH:26]=[CH:27][CH:28]=[CH:29][C:24]=4[O:23][CH3:22])[CH:5]=3)=[CH:9][CH:10]=2)[NH:14][N:13]=1. Procedure: A mixture of 6-[2-amino-6-(methylsulfonyl)-4-pyrimidinyl]-1H-indazol-3-amine (500 mg, 1.64 mmol), 2-[2-(methyloxy)phenyl]ethanamine (500 mg, 3.31 mmol), and Hunig's base (2 mL) in NMP (3 mL) was heated for 4 hours at 140° C. in a BiotageInitiator® microwave synthesizer. Upon cooling, the mixture was decanted to remove the solids, and the resulting solution was concentrated to dryness. The crude material was purified by RPHPLC (gradient: 10% CH3CN/H2O to 30% CH3CN/H2O) to afford the title compoun...